Dataset: the Open Reaction Database (ORD), a public repository of structured organic reaction records. Task: describe an organic reaction: reactants, conditions, products, and yield Starting materials: CC(CC(=O)Cl)(C)C1=CC=CC=C1 (3-methyl-3-phenylbutanoyl chloride), ClC1=CC=C(C=C1)C=1C(=NN2C1N=CC=C2)N (3-(4-chlorophenyl)pyrazolo[1,5-a]pyrimidin-2-amine). Solvent: N1=CC=CC=C1 (pyridine). Conditions: time 1 hour. Yields the product ClC1=CC=C(C=C1)C=1C(=NN2C1N=CC=C2)NC(CC(C)(C2=CC=CC=C2)C)=O (N-[3-(4-chlorophenyl)pyrazolo[1,5-a]pyrimidin-2-yl]-3-methyl-3-phenylbutanamide). Reaction SMILES: [CH3:1][C:2]([C:8]1[CH:13]=[CH:12][CH:11]=[CH:10][CH:9]=1)([CH3:7])[CH2:3][C:4](Cl)=[O:5].[Cl:14][C:15]1[CH:20]=[CH:19][C:18]([C:21]2[C:22]([NH2:30])=[N:23][N:24]3[CH:29]=[CH:28][CH:27]=[N:26][C:25]=23)=[CH:17][CH:16]=1>N1C=CC=CC=1>[Cl:14][C:15]1[CH:20]=[CH:19][C:18]([C:21]2[C:22]([NH:30][C:4](=[O:5])[CH2:3][C:2]([CH3:7])([C:8]3[CH:13]=[CH:12][CH:11]=[CH:10][CH:9]=3)[CH3:1])=[N:23][N:24]3[CH:29]=[CH:28][CH:27]=[N:26][C:25]=23)=[CH:17][CH:16]=1. Procedure: To the product from Example 117A (82 mg, 0.42 mmol) was added a solution of the product from Example 99A (59 mg, 0.2 mmol) in pyridine (2.0 mL). The mixture was stirred at ambient temperature for 1 hour and then at 40° C. for 1 hour. The reaction mixture was concentrated under vacuum and purified by reverse-phase HPLC [Waters XBridge™ RP18 column, 5 μm, 30×100 mm, flow rate 40 mL/minute, 30-100% gradient of methanol in buffer (0.1 M aqueous ammonium bicarbonate, adjusted to pH 10 with ammonium h... Starting materials: C(C)OP(=O)(C(OCC)OCC)CCCNCC1=CC=C(C=C1)Cl (3-(p-chlorobenzylamino)propyl(diethoxymethyl)phosphinic acid ethyl ester), C(C)(=O)O (acetic acid), C(#N)[BH3-].[Na+] (sodium cyanoborohydride), C=O (formaldehyde). Run in CO (methanol). Run at time 1 hour. The product is C(C)OP(=O)(C1OCCC1)CCCNCC1=CC=C(C=C1)Cl (3-(p-chlorobenzylamino)propyl(tetrahydrofuran-2-yl)phosphinic acid ethyl ester). RXN SMILES: [CH2:1]([O:3][P:4]([CH2:13][CH2:14][CH2:15][NH:16][CH2:17][C:18]1[CH:23]=[CH:22][C:21]([Cl:24])=[CH:20][CH:19]=1)([CH:6](OCC)[O:7][CH2:8][CH3:9])=[O:5])[CH3:2].C=O.[C:27](O)(=O)C.C([BH3-])#N.[Na+]>CO>[CH2:1]([O:3][P:4]([CH2:13][CH2:14][CH2:15][NH:16][CH2:17][C:18]1[CH:23]=[CH:22][C:21]([Cl:24])=[CH:20][CH:19]=1)([CH:6]1[CH2:27][CH2:9][CH2:8][O:7]1)=[O:5])[CH3:2] |f:3.4|. Reported procedure: 2.5 g of 3-(p-chlorobenzylamino)propyl(diethoxymethyl)phosphinic acid ethyl ester are dissolved in 10 ml of methanol, 0.36 g (0.53 ml) of a 35% aqueous formaldehyde solution is added, and the mixture is stirred at room temperature for one hour. 0.4 g of glacial acetic acid and 0.40 g of sodium cyanoborohydride are added, and the mixture is stirred at room temperature for 2 hours, concentrated by evaporation under reduced pressure, taken up in dichloromethane and washed with 5% aqueous sodium hyd... Starting materials: C([O-])([O-])=O.[K+].[K+] (Potassium carbonate), C1(O)=CC=C(O)C=C1 (Hydroquinone), C(C#C)Br (propargylbromide). Solvent: CC(=O)C (acetone). Product: C(C#C)OC1=CC=C(C=C1)O (p-propargyloxyphenol). Reaction SMILES: [C:1]1([CH:8]=[CH:7][C:5]([OH:6])=[CH:4][CH:3]=1)[OH:2].C(=O)([O-])[O-].[K+].[K+].[CH2:15](Br)[C:16]#[CH:17]>CC(C)=O>[CH2:17]([O:2][C:1]1[CH:8]=[CH:7][C:5]([OH:6])=[CH:4][CH:3]=1)[C:16]#[CH:15] |f:1.2.3|. Reported procedure: Hydroquinone (49.6 g; 450 mM) was dissolved in 700 ml of anhydrous acetone in a two liter, 3-necked, round bottom flask equipped with reflux condensor, air stirrer and nitrogen bubbler. Potassium carbonate (65.6 g; 460 mM) was ground finely and then added to the reaction followed by propargylbromide (53.6 g; 450 mM). The reaction was heated at reflux for three days, cooled to room temperature, filtered and the solvent removed. The residue was taken up in ether and extracted three times with 2.5 ... Starting materials: CC(C)O, CCOC(=O)CCCc1nccc2c(-c3noc(-c4ccc(OC(C)C)c(Cl)c4)n3)cccc12, [Na+], [OH-], O. The product is CC(C)Oc1ccc(-c2nc(-c3cccc4c(CCCC(=O)O)nccc34)no2)cc1Cl. Reaction SMILES: [CH:37]([OH:38])([CH3:39])[CH3:40].[Cl:3][c:4]1[cH:5][c:6](-[c:14]2[n:15][c:16](-[c:19]3[c:20]4[cH:21][cH:22][n:23][c:24]([CH2:29][CH2:30][CH2:31][C:32](=[O:33])[O:34][CH2:35][CH3:36])[c:25]4[cH:26][cH:27][cH:28]3)[n:17][o:18]2)[cH:7][cH:8][c:9]1[O:10][CH:11]([CH3:12])[CH3:13].[Na+:2].[OH-:1].[OH2:41]>>[Cl:3][c:4]1[cH:5][c:6](-[c:14]2[n:15][c:16](-[c:19]3[c:20]4[cH:21][cH:22][n:23][c:24]([CH2:29][CH2:30][CH2:31][C:32](=[O:33])[OH:34])[c:25]4[cH:26][cH:27][cH:28]3)[n:17][o:18]2)[cH:7][cH:8][c:9]1[O:10][CH:11]([CH3:12])[CH3:13]. Reactants: ClC1=CC=C(C=C1)C1=CC(=NO1)N (5-(4-Chlorophenyl)-3-aminoisoxazole), ClC1=C(C(=O)Cl)C(=CC=C1)Cl (2,6-dichlorobenzoylchloride). Solvent: C1(=CC=CC=C1)C (toluene). The product is ClC1=C(C(=O)NC2=NOC(=C2)C2=CC=C(C=C2)Cl)C(=CC=C1)Cl (2,6-DICHLORO-N-(5-(4-CHLOROPHENYL)-3-ISOXAZOLYL)BENZAMIDE). RXN SMILES: [Cl:1][C:2]1[CH:7]=[CH:6][C:5]([C:8]2[O:12][N:11]=[C:10]([NH2:13])[CH:9]=2)=[CH:4][CH:3]=1.[Cl:14][C:15]1[CH:23]=[CH:22][CH:21]=[C:20]([Cl:24])[C:16]=1[C:17](Cl)=[O:18]>C1(C)C=CC=CC=1>[Cl:14][C:15]1[CH:23]=[CH:22][CH:21]=[C:20]([Cl:24])[C:16]=1[C:17]([NH:13][C:10]1[CH:9]=[C:8]([C:5]2[CH:4]=[CH:3][C:2]([Cl:1])=[CH:7][CH:6]=2)[O:12][N:11]=1)=[O:18]. Procedure: 5-(4-Chlorophenyl)-3-aminoisoxazole (25 grams) was placed in a 500 ml. 3-necked flask under an atmosphere of nitrogen. Following the addition of 150 ml. of toluene, the reaction mixture was stirred continuously and treated in rapid fashion (15 minutes), with 2,6-dichlorobenzoylchloride (60 grams). The mixture was then heated to reflux for 18 hours and allowed to gradually cool to room temperature. When the reaction mixture was further cooled to approximately 0° C. the final product precipitated.... The reactants are CCCCCCCCCCCCCCOc1ccc(CN(C(C)=O)c2ccc(CBr)cc2)cc1, CC#N, Cc1ccncc1C. As a reaction SMILES: [Br:1][CH2:2][c:3]1[cH:4][cH:5][c:6]([N:9]([C:10]([CH3:11])=[O:12])[CH2:13][c:14]2[cH:15][cH:16][c:17]([O:20][CH2:21][CH2:22][CH2:23][CH2:24][CH2:25][CH2:26][CH2:27][CH2:28][CH2:29][CH2:30][CH2:31][CH2:32][CH2:33][CH3:34])[cH:18][cH:19]2)[cH:7][cH:8]1.[CH3:43][C:44]#[N:45].[n:35]1[cH:36][c:37]([CH3:42])[c:38]([CH3:41])[cH:39][cH:40]1>>[Br-:1].[CH2:2]([c:3]1[cH:4][cH:5][c:6]([N:9]([C:10]([CH3:11])=[O:12])[CH2:13][c:14]2[cH:15][cH:16][c:17]([O:20][CH2:21][CH2:22][CH2:23][CH2:24][CH2:25][CH2:26][CH2:27][CH2:28][CH2:29][CH2:30][CH2:31][CH2:32][CH2:33][CH3:34])[cH:18][cH:19]2)[cH:7][cH:8]1)[n+:35]1[cH:36][c:37]([CH3:42])[c:38]([CH3:41])[cH:39][cH:40]1. Yields the product [Br-], CCCCCCCCCCCCCCOc1ccc(CN(C(C)=O)c2ccc(C[n+]3ccc(C)c(C)c3)cc2)cc1.